Dataset: the Open Reaction Database (ORD), a public repository of structured organic reaction records. Task: describe an organic reaction: reactants, conditions, products, and yield Reactants: COC(CC1=CC(=CC=C1)OC1=C(C=C(C=C1)Br)CO)=O ([3-(4-bromo-2-hydroxymethyl-phenoxy)-phenyl]-acetic acid methyl ester), P(Br)(Br)Br (phosphorus tribromide), C(=O)(O)[O-].[Na+] (NaHCO3). The solvent is COCCOC (DME). Conditions: time 6 hour. Product: COC(CC1=CC(=CC=C1)OC1=C(C=C(C=C1)Br)CBr)=O ([3-(4-Bromo-2-bromomethyl-phenoxy)-phenyl]-acetic acid methyl ester). Isolated yield 85.2%. As a reaction SMILES: [CH3:1][O:2][C:3](=[O:21])[CH2:4][C:5]1[CH:10]=[CH:9][CH:8]=[C:7]([O:11][C:12]2[CH:17]=[CH:16][C:15]([Br:18])=[CH:14][C:13]=2[CH2:19]O)[CH:6]=1.P(Br)(Br)[Br:23].C([O-])(O)=O.[Na+]>COCCOC>[CH3:1][O:2][C:3](=[O:21])[CH2:4][C:5]1[CH:10]=[CH:9][CH:8]=[C:7]([O:11][C:12]2[CH:17]=[CH:16][C:15]([Br:18])=[CH:14][C:13]=2[CH2:19][Br:23])[CH:6]=1 |f:2.3|. Procedure details: To [3-(4-bromo-2-hydroxymethyl-phenoxy)-phenyl]-acetic acid methyl ester (3 g, 8.5 mmol) in DME (30 mL) under N2 was added phosphorus tribromide (1.2 mL, 12.8 mmol), and the reaction was stirred at room temperature for 6 hours. The solution was cooled to 0° C. and adjusted to pH 6 with saturated aqueous NaHCO3, and the mixture was extracted with EtOAc. The crude material was purified by silica gel chromatography to give the desired product as a colorless oil (3 g). Reactants: COC1=CN=C(C2=CC=CC=C12)NC=C(C(=O)OCC)C(=O)OCC (diethyl 4-methoxyisoquinolylaminomethylenemalonate), C1(=CC=CC=C1)OC1=CC=CC=C1 (diphenyl ether). Run in CCCCCC (Skellysolve B). Yields the product COC1=CN2C(C3=CC=CC=C13)=NC=C(C2=O)C(=O)OCC (Ethyl 7-Methoxy-4-oxo-4H-pyrimido[2,1-a]isoquinoline-3-carboxylate). Yield: 79.0%. As a reaction SMILES: [CH3:1][O:2][C:3]1[C:12]2[C:7](=[CH:8][CH:9]=[CH:10][CH:11]=2)[C:6]([NH:13][CH:14]=[C:15]([C:21]([O:23][CH2:24][CH3:25])=[O:22])[C:16](OCC)=[O:17])=[N:5][CH:4]=1.C1(OC2C=CC=CC=2)C=CC=CC=1>CCCCCC>[CH3:1][O:2][C:3]1[C:12]2[C:7](=[CH:8][CH:9]=[CH:10][CH:11]=2)[C:6]2=[N:13][CH:14]=[C:15]([C:21]([O:23][CH2:24][CH3:25])=[O:22])[C:16](=[O:17])[N:5]2[CH:4]=1. Procedure: A mixture A mixture of diethyl 4-methoxyisoquinolylaminomethylenemalonate (460 mg., 1.33 mmoles) and diphenyl ether (4.6 ml.) was placed in an oil bath at 210°, the temperature of which, was increased to 260° during 5 minutes. Dilution of the solution with Skellysolve B caused the product (315 mgs., 79% yield), m.p. 190°-193°, to separate. Recrystallization from ethyl acetate raised the m.p. to 202°-204°. Starting materials: BrC=1C=CC2=C(C=C(CCS2(=O)=O)C(=O)NC2=CC=C(C=C2)CN(C2CCOCC2)C)C1 (7-bromo-N-[4-[[N-methyl-N-(tetrahydropyran-4-yl)amino]methyl]phenyl]-1,1-dioxo-2,3-dihydro-1-benzothiepine-4-carboxamide), B(OC1=CC=C(C=C1)OCCOC)([O-])[O-] (4-(2-methoxyethoxy)phenyl borate), C([O-])([O-])=O.[K+].[K+] (potassium carbonate). The reagents and catalysts are C=1C=CC(=CC1)[P](C=2C=CC=CC2)(C=3C=CC=CC3)[Pd]([P](C=4C=CC=CC4)(C=5C=CC=CC5)C=6C=CC=CC6)([P](C=7C=CC=CC7)(C=8C=CC=CC8)C=9C=CC=CC9)[P](C=1C=CC=CC1)(C=1C=CC=CC1)C=1C=CC=CC1 (tetrakistriphenylphosphinepalladium). Solvent: C1(=CC=CC=C1)C.C(C)O.O (toluene ethanol water). Reaction conditions: time 1 hour. Product: COCCOC1=CC=C(C=C1)C=1C=CC2=C(C=C(CCS2(=O)=O)C(=O)NC2=CC=C(C=C2)CN(C2CCOCC2)C)C1 (7-[4-(2-methoxyethoxy)phenyl]-N-[4-[[N-methyl-N-(tetrahydropyran-4-yl)amino]methyl]phenyl]-1,1-dioxo-2,3-dihydro-1-benzothiepine-4-carboxamide). Isolated yield 72.1%. As a reaction SMILES: Br[C:2]1[CH:3]=[CH:4][C:5]2[S:11](=[O:13])(=[O:12])[CH2:10][CH2:9][C:8]([C:14]([NH:16][C:17]3[CH:22]=[CH:21][C:20]([CH2:23][N:24]([CH3:31])[CH:25]4[CH2:30][CH2:29][O:28][CH2:27][CH2:26]4)=[CH:19][CH:18]=3)=[O:15])=[CH:7][C:6]=2[CH:32]=1.B([O-])([O-])O[C:35]1[CH:40]=[CH:39][C:38]([O:41][CH2:42][CH2:43][O:44][CH3:45])=[CH:37][CH:36]=1.C(=O)([O-])[O-].[K+].[K+]>C1(C)C=CC=CC=1.C(O)C.O.C1C=CC([P]([Pd]([P](C2C=CC=CC=2)(C2C=CC=CC=2)C2C=CC=CC=2)([P](C2C=CC=CC=2)(C2C=CC=CC=2)C2C=CC=CC=2)[P](C2C=CC=CC=2)(C2C=CC=CC=2)C2C=CC=CC=2)(C2C=CC=CC=2)C2C=CC=CC=2)=CC=1>[CH3:45][O:44][CH2:43][CH2:42][O:41][C:38]1[CH:39]=[CH:40][C:35]([C:2]2[CH:3]=[CH:4][C:5]3[S:11](=[O:12])(=[O:13])[CH2:10][CH2:9][C:8]([C:14]([NH:16][C:17]4[CH:18]=[CH:19][C:20]([CH2:23][N:24]([CH3:31])[CH:25]5[CH2:30][CH2:29][O:28][CH2:27][CH2:26]5)=[CH:21][CH:22]=4)=[O:15])=[CH:7][C:6]=3[CH:32]=2)=[CH:36][CH:37]=1 |f:2.3.4,5.6.7,^1:68,70,89,108|. Reported procedure: Under argon atmosphere, a mixture of 7-bromo-N-[4-[[N-methyl-N-(tetrahydropyran-4-yl)amino]methyl]phenyl]-1,1-dioxo-2,3-dihydro-1-benzothiepine-4-carboxamide (300 mg), 4-(2-methoxyethoxy)phenyl borate (124 mg) and potassium carbonate, (160 mg) in toluene/ethanol/water (10/1/1 ml) was stirred at room temperature for 1 hour. To the mixture was added tetrakistriphenylphosphinepalladium (40 mg), and the mixture was refluxed for 6 hours, cooled, extracted with ethyl acetate, washed with saturated bri... The reactants are FC1=C(C(=CC=C1)F)N1C(NCC2=C1N=C(N=C2C=2C=C(C(=O)O)C=CC2C)SC)=O (3-[8-(2,6-difluorophenyl)-2-(methylthio)-7-oxo-5,6,7,8-tetrahydropyrimido[4,5-d]pyrimidin-4-yl]-4-methylbenzoic acid), C(C1=CC=CC=C1)N (benzyl amine), Cl.CN(CCCN=C=NCC)C (1-[3-(dimethylamino)propyl]-3-ethylcarbodiimide hydrochloride), O.ON1N=NC2=C1C=CC=C2 (1-hydroxybenzotriazole hydrate). Run in C(Cl)Cl (CH2Cl2). Reaction conditions: time 16 hour. Yields the product [NH4+].[OH-] (NH4OH), FC1=C(C(=CC=C1)F)N1C(NCC2=C1N=C(N=C2C=2C=C(C(=O)NCC1=CC=CC=C1)C=CC2C)SC)=O (3-[8-(2,6-Difluorophenyl)-2-(methylthio)-7-oxo-5,6,7,8-tetrahydropyrimido[4,5-d]pyrimidin-4-yl]-4-methyl-N-(phenylmethyl)benzamide). As a reaction SMILES: [F:1][C:2]1[CH:7]=[CH:6][CH:5]=[C:4]([F:8])[C:3]=1[N:9]1[C:14]2[N:15]=[C:16]([S:29][CH3:30])[N:17]=[C:18]([C:19]3[CH:20]=[C:21]([CH:25]=[CH:26][C:27]=3[CH3:28])[C:22](O)=[O:23])[C:13]=2[CH2:12][NH:11][C:10]1=[O:31].[CH2:32]([NH2:39])[C:33]1[CH:38]=[CH:37][CH:36]=[CH:35][CH:34]=1.Cl.CN(C)CCCN=C=NCC.O.ON1C2C=CC=CC=2N=N1>C(Cl)Cl>[NH4+:9].[OH-:23].[F:8][C:4]1[CH:5]=[CH:6][CH:7]=[C:2]([F:1])[C:3]=1[N:9]1[C:14]2[N:15]=[C:16]([S:29][CH3:30])[N:17]=[C:18]([C:19]3[CH:20]=[C:21]([CH:25]=[CH:26][C:27]=3[CH3:28])[C:22]([NH:39][CH2:32][C:33]3[CH:38]=[CH:37][CH:36]=[CH:35][CH:34]=3)=[O:23])[C:13]=2[CH2:12][NH:11][C:10]1=[O:31] |f:2.3,4.5,7.8|. Procedure details: The compound 3-[8-(2,6-difluorophenyl)-2-(methylthio)-7-oxo-5,6,7,8-tetrahydropyrimido[4,5-d]pyrimidin-4-yl]-4-methylbenzoic acid (0.597 g, 1.35 mmol), benzyl amine (0.445 mL, 4.0 mmol), 1-[3-(dimethylamino)propyl]-3-ethylcarbodiimide hydrochloride (0.311 g, 1.62 mmol), 1-hydroxybenzotriazole hydrate (0.219 g, 1.62 mmol), were dissolved in CH2Cl2 (50 mL) and stirred under argon at room temperature for 16 h. The solvent was pumped off in vacuo. The reaction mixture was partitioned between ethyl a... Reactants: [OH-].[Na+] (NaOH), ClC=1C=C(CNC=2C3=C(N=C(N2)CCC(=O)OC)SC2=C3C=CC=C2)C=CC1OC (Methyl 3-[4-(3-chloro-4-methoxybenzylamino)-benzothieno[2,3-d]pyrimidin-2-yl]propionate), Cl (HCl). The solvent is COCCO (ethylene glycol monomethyl ether). Run at time 5 hour. The product is ClC=1C=C(CNC=2C3=C(N=C(N2)CCC(=O)O)SC2=C3C=CC=C2)C=CC1OC (3-[4-(3-chloro-4-methoxybenzylamino)benzothieno[2,3-d]pyrimidin-2-yl]propionic acid). RXN SMILES: [Cl:1][C:2]1[CH:3]=[C:4]([CH:26]=[CH:27][C:28]=1[O:29][CH3:30])[CH2:5][NH:6][C:7]1[C:8]2[C:21]3[CH:22]=[CH:23][CH:24]=[CH:25][C:20]=3[S:19][C:9]=2[N:10]=[C:11]([CH2:13][CH2:14][C:15]([O:17]C)=[O:16])[N:12]=1.[OH-].[Na+].Cl>COCCO>[Cl:1][C:2]1[CH:3]=[C:4]([CH:26]=[CH:27][C:28]=1[O:29][CH3:30])[CH2:5][NH:6][C:7]1[C:8]2[C:21]3[CH:22]=[CH:23][CH:24]=[CH:25][C:20]=3[S:19][C:9]=2[N:10]=[C:11]([CH2:13][CH2:14][C:15]([OH:17])=[O:16])[N:12]=1 |f:1.2|. Reported procedure: Methyl 3-[4-(3-chloro-4-methoxybenzylamino)-benzothieno[2,3-d]pyrimidin-2-yl]propionate is dissolved in ethylene glycol monomethyl ether and; after addition of 32% strength NaOH, stirred at 110° for 5 hours. 20% strength HCl is added, and the mixture is then extracted with dichloromethane. Addition of petroleum ether affords 3-[4-(3-chloro-4-methoxybenzylamino)benzothieno[2,3-d]pyrimidin-2-yl]propionic acid, m.p. 218°.